This data is from the Open Reaction Database (ORD), a public repository of structured organic reaction records. The task is: describe an organic reaction: reactants, conditions, products, and yield The reactants are C(C)(C)(C)OC(N[C@@H](CC(=O)NN)CC1=C(C=C(C(=C1)F)F)F)=O (tert-butyl[(1R)-3-hydrazino-3-oxo-1-(2,4,5-trifluorobenzyl)propyl]carbamate), C(C)(C)(C)OC(N[C@@H](CC(=O)NN)CC1=C(C=C(C(=C1)F)F)F)=O (tert-butyl[(1R)-3-hydrazino-3-oxo-1-(2,4,5-trifluorobenzyl)propyl]carbamate), FC(C=1N=C2N(CCNC2=S)C1)(F)F (2-(trifluoromethyl)-6,7-dihydroimidazo[1,2-a]pyrazine-8(5H)-thione), FC(C=1N=C2N(CCNC2=S)C1)(F)F (2-(trifluoromethyl)-6,7-dihydroimidazo[1,2-a]pyrazine-8(5H)-thione). Solvent: COCCO (2-methoxyethanol). Yields the product C(C)(C)(C)OC(N[C@@H](CC1=NN=C2C=3N(CCN21)C=C(N3)C(F)(F)F)CC3=C(C=C(C(=C3)F)F)F)=O (tert-Butyl{(1R)-1-(2,4,5-trifluorobenzyl)-2-[9-(trifluoromethyl)-5,6-dihydroimidazo[1,2-a][1,2,4]triazolo[3,4-c]pyrazin-3-yl]ethyl}carbamate). As a reaction SMILES: [C:1]([O:5][C:6](=[O:24])[NH:7][C@H:8]([CH2:14][C:15]1[CH:20]=[C:19]([F:21])[C:18]([F:22])=[CH:17][C:16]=1[F:23])[CH2:9][C:10]([NH:12][NH2:13])=O)([CH3:4])([CH3:3])[CH3:2].[F:25][C:26]([F:38])([F:37])[C:27]1[N:28]=[C:29]2[C:34](=S)[NH:33][CH2:32][CH2:31][N:30]2[CH:36]=1>COCCO>[C:1]([O:5][C:6](=[O:24])[NH:7][C@H:8]([CH2:14][C:15]1[CH:20]=[C:19]([F:21])[C:18]([F:22])=[CH:17][C:16]=1[F:23])[CH2:9][C:10]1[N:33]2[C:34]([C:29]3[N:30]([CH:36]=[C:27]([C:26]([F:38])([F:25])[F:37])[N:28]=3)[CH2:31][CH2:32]2)=[N:13][N:12]=1)([CH3:4])([CH3:3])[CH3:2]. Procedure details: A mixture of 129 mg (0.475 mmol) of tert-butyl[(1R)-3-hydrazino-3-oxo-1-(2,4,5-trifluorobenzyl)propyl]carbamate (Intermediate 4), 129 mg (0.583 mmol) of 2-(trifluoromethyl)-6,7-dihydroimidazo[1,2-a]pyrazine-8(5H)-thione (Intermediate 11), and 8.5 mL of 2-methoxyethanol was stirred at reflux for 3 days. The cooled solution was concentrated, and the residue was purified by preparative HPLC (C18 reverse phase column, 20-90% acetonitrile in water containing 0.05% trifluoroacetic acid) to give the ti... As a reaction SMILES: [CH2:1]([O:3][C:4](=[O:20])[CH2:5][C:6](Cl)([C:13]1[CH:18]=[CH:17][CH:16]=[CH:15][CH:14]=1)[C:7]1[CH:12]=[CH:11][CH:10]=[CH:9][CH:8]=1)[CH3:2].[NH:21]1[CH:25]=[CH:24][N:23]=[CH:22]1>C(#N)C>[CH2:1]([O:3][C:4](=[O:20])[CH2:5][C:6]([C:22]1[NH:21][CH:25]=[CH:24][N:23]=1)([C:13]1[CH:18]=[CH:17][CH:16]=[CH:15][CH:14]=1)[C:7]1[CH:12]=[CH:11][CH:10]=[CH:9][CH:8]=1)[CH3:2]. Procedure: 14.4 g (0.05 mole) β-chloro-β,β-diphenyl-propionic acid ethyl ester (prepared from β-hydroxy-β,β-diphenyl-propionic acid ethyl ester, Ber. 40, 4538, by treatment with phosphorus pentachloride) are heated in 100 ml acetonitrile with 10 g imidazole at boiling temperature for 16 hours. The solvent is distilled off in a vacuum, the residue treated with 50 ml of water and extracted with methylene chloride. After drying, the solvent is distilled off in a vacuum. The β-imidazolyl-β,β-diphenyl-propionic... Solvent: C(C)#N (acetonitrile). Product: C(C)OC(CC(C1=CC=CC=C1)(C1=CC=CC=C1)C=1NC=CN1)=O (β-imidazolyl-β,β-diphenyl-propionic acid ethyl ester). Reactants: C(C)OC(CC(C1=CC=CC=C1)(C1=CC=CC=C1)Cl)=O (β-chloro-β,β-diphenyl-propionic acid ethyl ester), N1C=NC=C1 (imidazole).